Task: describe an organic reaction: reactants, conditions, products, and yield. Dataset: the Open Reaction Database (ORD), a public repository of structured organic reaction records Starting materials: CCN(C(C)C)C(C)C, Cl, O=C(NC(Cc1ccc(OCc2ccccc2)cc1)C(=O)Oc1c(F)c(F)c(F)c(F)c1F)OCc1ccccc1, C1CCOC1, O, NC(CO)C(=O)NCCCc1ccccc1. Yields the product O=C(NC(Cc1ccc(OCc2ccccc2)cc1)C(=O)NC(CO)C(=O)NCCCc1ccccc1)OCc1ccccc1. RXN SMILES: [CH:59]([N:60]([CH:61]([CH3:62])[CH3:63])[CH2:64][CH3:65])([CH3:66])[CH3:67].[ClH:42].[F:1][c:2]1[c:3]([O:8][C:9](=[O:4])[CH:10]([NH:11][C:12](=[O:13])[O:14][CH2:15][c:16]2[cH:17][cH:18][cH:19][cH:20][cH:21]2)[CH2:22][c:23]2[cH:24][cH:25][c:26]([O:29][CH2:30][c:31]3[cH:32][cH:33][cH:34][cH:35][cH:36]3)[cH:27][cH:28]2)[c:5]([F:6])[c:7]([F:37])[c:38]([F:39])[c:40]1[F:41].[O:69]1[CH2:70][CH2:71][CH2:72][CH2:73]1.[OH2:68].[c:43]1([CH2:49][CH2:50][CH2:51][NH:52][C:53]([CH:54]([NH2:55])[CH2:56][OH:57])=[O:58])[cH:44][cH:45][cH:46][cH:47][cH:48]1>>[O:8]=[C:9]([CH:10]([NH:11][C:12](=[O:13])[O:14][CH2:15][c:16]1[cH:17][cH:18][cH:19][cH:20][cH:21]1)[CH2:22][c:23]1[cH:24][cH:25][c:26]([O:29][CH2:30][c:31]2[cH:32][cH:33][cH:34][cH:35][cH:36]2)[cH:27][cH:28]1)[NH:55][CH:54]([C:53]([NH:52][CH2:51][CH2:50][CH2:49][c:43]1[cH:44][cH:45][cH:46][cH:47][cH:48]1)=[O:58])[CH2:56][OH:57]. Reactants: C(C)(=O)OCC (Ethyl acetate), C(C1=CC=CC=C1)OC=1C(=CC(=C2C=CC=NC12)Cl)CC(N)C1=CC(=CC=C1)C=1SC(=CC1)C (2-[8-(benzyloxy)-5-chloroquinolin-7-yl]-1-[3-(5-methyl-2-thienyl)phenyl]ethanamine), O(C1=CC=CC=C1)CC(=O)Cl (phenoxyacetyl chloride), [Si](C)(C)(C)I (TMSI). The solvent is ClCCCl (1,2-dichloroethane). Run at temperature 70 celsius, time 16 hour. The product is C(C1=CC=CC=C1)OC=1C(=CC(=C2C=CC=NC12)Cl)CC(C1=CC(=CC=C1)C=1SC(=CC1)C)NC(COC1=CC=CC=C1)=O (N-{2-(8-Benzyloxy-5-chloro-quinolin-7-yl)-1-[3-(5-methyl-thiophen-2-yl)-phenyl]-ethyl}-2-phenoxy-acetamide), ClC1=C2C=CC=NC2=C(C(=C1)CC(C1=CC(=CC=C1)C=1SC(=CC1)C)NC(COC1=CC=CC=C1)=O)O (N-{2-(5-Chloro-8-hydroxyquinolin-7-yl)-1-[3-(5-methyl-2-thienyl)phenyl]ethyl}-2-phenoxyacetamide). Isolated yield 84.7%. As a reaction SMILES: [CH2:1]([O:8][C:9]1[C:10]([CH2:20][CH:21]([C:23]2[CH:28]=[CH:27][CH:26]=[C:25]([C:29]3[S:30][C:31]([CH3:34])=[CH:32][CH:33]=3)[CH:24]=2)[NH2:22])=[CH:11][C:12]([Cl:19])=[C:13]2[C:18]=1[N:17]=[CH:16][CH:15]=[CH:14]2)[C:2]1[CH:7]=[CH:6][CH:5]=[CH:4][CH:3]=1.[O:35]([CH2:42][C:43](Cl)=[O:44])[C:36]1[CH:41]=[CH:40][CH:39]=[CH:38][CH:37]=1.C(OCC)(=O)C.[Si](I)(C)(C)C>ClCCCl>[CH2:1]([O:8][C:9]1[C:10]([CH2:20][CH:21]([NH:22][C:43](=[O:44])[CH2:42][O:35][C:36]2[CH:41]=[CH:40][CH:39]=[CH:38][CH:37]=2)[C:23]2[CH:28]=[CH:27][CH:26]=[C:25]([C:29]3[S:30][C:31]([CH3:34])=[CH:32][CH:33]=3)[CH:24]=2)=[CH:11][C:12]([Cl:19])=[C:13]2[C:18]=1[N:17]=[CH:16][CH:15]=[CH:14]2)[C:2]1[CH:7]=[CH:6][CH:5]=[CH:4][CH:3]=1.[Cl:19][C:12]1[CH:11]=[C:10]([CH2:20][CH:21]([NH:22][C:43](=[O:44])[CH2:42][O:35][C:36]2[CH:41]=[CH:40][CH:39]=[CH:38][CH:37]=2)[C:23]2[CH:28]=[CH:27][CH:26]=[C:25]([C:29]3[S:30][C:31]([CH3:34])=[CH:32][CH:33]=3)[CH:24]=2)[C:9]([OH:8])=[C:18]2[C:13]=1[CH:14]=[CH:15][CH:16]=[N:17]2. Procedure: N-{2-(8-Benzyloxy-5-chloro-quinolin-7-yl)-1-[3-(5-methyl-thiophen-2-yl)-phenyl]-ethyl}-2-phenoxy-acetamide was prepared from 2-[8-(benzyloxy)-5-chloroquinolin-7-yl]-1-[3-(5-methyl-2-thienyl)phenyl]ethanamine (0.404 mmol) and phenoxyacetyl chloride (0.445 mmol, 1.1 eq.) according to the general procedure described above (Alternate General Procedure for N-Acylations). Ethyl acetate was used in place of dichloromethane in the workup procedure. Crude product obtained was a white foam that was subjec... The reactants are NC1=NC=NC(=C1C=1C=C(C=C(C1)O)NS(=O)(=O)C1=CC=C(C=C1)OC)N[C@@H](C)C1=NN2C(C(N1C1=CC=CC=C1)=O)=C(C=C2)C ((S)—N-(3-(4-amino-6-((1-(5-methyl-4-oxo-3-phenyl-3,4-dihydropyrrolo[2,1-f][1,2,4]triazin-2-yl)ethyl)amino)pyrimidin-5-yl)-5-hydroxyphenyl)-4-methoxybenzenesulfonamide), B(Br)(Br)Br (boron tribromide). The solvent is ClCCl (dichloromethane). Yields the product NC1=NC=NC(=C1C=1C=C(C=C(C1)O)NS(=O)(=O)C1=CC=C(C=C1)O)N[C@@H](C)C1=NN2C(C(N1C1=CC=CC=C1)=O)=C(C=C2)C ((S)—N-(3-(4-Amino-6-((1-(5-methyl-4-oxo-3-phenyl-3,4-dihydropyrrolo[2,1-f][1,2,4]triazin-2-yl)ethyl)amino)pyrimidin-5-yl)-5-hydroxyphenyl)-4-hydroxybenzenesulfonamide). Isolated yield 38.0%. Reaction SMILES: [NH2:1][C:2]1[C:7]([C:8]2[CH:9]=[C:10]([NH:15][S:16]([C:19]3[CH:24]=[CH:23][C:22]([O:25]C)=[CH:21][CH:20]=3)(=[O:18])=[O:17])[CH:11]=[C:12]([OH:14])[CH:13]=2)=[C:6]([NH:27][C@H:28]([C:30]2[N:35]([C:36]3[CH:41]=[CH:40][CH:39]=[CH:38][CH:37]=3)[C:34](=[O:42])[C:33]3=[C:43]([CH3:46])[CH:44]=[CH:45][N:32]3[N:31]=2)[CH3:29])[N:5]=[CH:4][N:3]=1.B(Br)(Br)Br>ClCCl>[NH2:1][C:2]1[C:7]([C:8]2[CH:9]=[C:10]([NH:15][S:16]([C:19]3[CH:24]=[CH:23][C:22]([OH:25])=[CH:21][CH:20]=3)(=[O:18])=[O:17])[CH:11]=[C:12]([OH:14])[CH:13]=2)=[C:6]([NH:27][C@H:28]([C:30]2[N:35]([C:36]3[CH:41]=[CH:40][CH:39]=[CH:38][CH:37]=3)[C:34](=[O:42])[C:33]3=[C:43]([CH3:46])[CH:44]=[CH:45][N:32]3[N:31]=2)[CH3:29])[N:5]=[CH:4][N:3]=1. Procedure details: (S)—N-(3-(4-amino-6-((1-(5-methyl-4-oxo-3-phenyl-3,4-dihydropyrrolo[2,1-f][1,2,4]triazin-2-yl)ethyl)amino)pyrimidin-5-yl)-5-hydroxyphenyl)-4-methoxybenzenesulfonamide (25 mg, 0.04 mmol) was treated with boron tribromide (1M in dichloromethane, 118 μl, 0.12 mmol) in dichloromethane (3 ml) according to the method described in Example 23. The residue was purified by reverse phase using SP1® Purification System to give 10 mg (38% yield) as a solid. Purity 93%. Reactants: C(C)N1C=C(C(C2=C(C(=C(C=C12)OCC1=CC=C(C=C1)OC)OCC1=CC=C(C=C1)OC)F)=O)C=O (1-ethyl-5-fluoro-6,7-bis((4-methoxybenzyl)oxy)-4-oxo-1,4-dihydroquinoline-3-carbaldehyde), N1CCCC1 (pyrrolidine), C(C)(=O)O[BH-](OC(C)=O)OC(C)=O.[Na+] (sodium triacetoxyborohydride), CC(=O)O (AcOH). Solvent: ClCCCl (1,2-Dichloroethane). Reaction conditions: temperature 25 celsius, time 3 hour. Product: C(C)N1C=C(C(C2=C(C(=C(C=C12)OCC1=CC=C(C=C1)OC)OCC1=CC=C(C=C1)OC)F)=O)CN1CCCC1 (1-ethyl-5-fluoro-6,7-bis((4-methoxybenzyl)oxy)-3-(pyrrolidin-1-ylmethyl)quinolin-4(1H)-one). The yield is 47.0%. Reaction SMILES: [CH2:1]([N:3]1[C:12]2[C:7](=[C:8]([F:33])[C:9]([O:23][CH2:24][C:25]3[CH:30]=[CH:29][C:28]([O:31][CH3:32])=[CH:27][CH:26]=3)=[C:10]([O:13][CH2:14][C:15]3[CH:20]=[CH:19][C:18]([O:21][CH3:22])=[CH:17][CH:16]=3)[CH:11]=2)[C:6](=[O:34])[C:5]([CH:35]=O)=[CH:4]1)[CH3:2].[NH:37]1[CH2:41][CH2:40][CH2:39][CH2:38]1.C(O[BH-](OC(=O)C)OC(=O)C)(=O)C.[Na+].CC(O)=O>ClCCCl>[CH2:1]([N:3]1[C:12]2[C:7](=[C:8]([F:33])[C:9]([O:23][CH2:24][C:25]3[CH:30]=[CH:29][C:28]([O:31][CH3:32])=[CH:27][CH:26]=3)=[C:10]([O:13][CH2:14][C:15]3[CH:16]=[CH:17][C:18]([O:21][CH3:22])=[CH:19][CH:20]=3)[CH:11]=2)[C:6](=[O:34])[C:5]([CH2:35][N:37]2[CH2:41][CH2:40][CH2:39][CH2:38]2)=[CH:4]1)[CH3:2] |f:2.3|. Procedure: To a solution of 1-ethyl-5-fluoro-6,7-bis((4-methoxybenzyl)oxy)-4-oxo-1,4-dihydroquinoline-3-carbaldehyde (18 g, 36.6 mmol) in 1,2-Dichloroethane (DCE) (100 mL) was added pyrrolidine (4.53 mL, 54.9 mmol), sodium triacetoxyborohydride (15.52 g, 73.2 mmol) and AcOH (0.105 mL, 1.831 mmol). The reaction mixture was stirred at 25° C. for 3 h. LCMS indicated completion of the reaction. The mixture was extracted with DCM and washed with brine. The organic layer was dried over sodium sulfate and concent... Reactants: ClC=1C=C(C=CC1)C1=CC(NC2=CC=C(C=C12)C(C1=CN=CN1C)O)=O (4-(3-chlorophenyl)-6-[hydroxy(1-methyl-1H-imidazol-5-yl)methyl]-2(1H)-quinolinone), IC (iodomethane), CCOC(=O)C (EtOAc). Reagents/catalysts: [Cl-].C(C1=CC=CC=C1)[N+](CC)(CC)CC (benzyltriethylammonium chloride). Solvent: C1CCOC1 (THF), [OH-].[Na+] (sodium hydroxide). Reaction conditions: time 8 hour. Yields the product ClC=1C=C(C=CC1)C1=CC(N(C2=CC=C(C=C12)C(C1=CN=CN1C)O)C)=O (4-(3-chlorophenyl)-6-[hydroxy(1-methyl-1H-imidazol-5-yl)methyl]-1-methyl-2(1H)-quinolinone). Reaction SMILES: [Cl:1][C:2]1[CH:3]=[C:4]([C:8]2[C:17]3[C:12](=[CH:13][CH:14]=[C:15]([CH:18]([OH:25])[C:19]4[N:23]([CH3:24])[CH:22]=[N:21][CH:20]=4)[CH:16]=3)[NH:11][C:10](=[O:26])[CH:9]=2)[CH:5]=[CH:6][CH:7]=1.IC.[CH3:29]COC(C)=O>[Cl-].C([N+](CC)(CC)CC)C1C=CC=CC=1.C1COCC1.[OH-].[Na+]>[Cl:1][C:2]1[CH:3]=[C:4]([C:8]2[C:17]3[C:12](=[CH:13][CH:14]=[C:15]([CH:18]([OH:25])[C:19]4[N:23]([CH3:24])[CH:22]=[N:21][CH:20]=4)[CH:16]=3)[N:11]([CH3:29])[C:10](=[O:26])[CH:9]=2)[CH:5]=[CH:6][CH:7]=1 |f:3.4,6.7|. Procedure details: A mixture of intermediate (21) (0.0132 mol), iodomethane (0.0264 mol) and benzyltriethylammonium chloride (0.00132 mol) in THF (50 ml) and sodium hydroxide 10N (50 ml) was stirred at room temperature overnight. EtOAc was added. The mixture was decanted. The organic layer was dried, filtered and the solvent was evaporated. The residue (2.9 g) was purified by column chromatography over silica gel (eluent: CH2Cl2/CH3OH/NH4OH 95/5/0.1; 15–40 μm). The pure fractions were collected and the solvent was... Yields the product COC(C(CCCCCCCCCCCCCCCC)(C(C)=O)C(C)=O)=O (Diacetyl Stearic Acid Methyl Ester). Reaction SMILES: [CH3:1][O:2][C:3](=[O:21])[CH2:4][CH2:5][CH2:6][CH2:7][CH2:8][CH2:9][CH2:10]/[CH:11]=[CH:12]\[CH2:13][CH2:14][CH2:15][CH2:16][CH2:17][CH2:18][CH2:19][CH3:20].[C:22](OC(=O)C)(=[O:24])[CH3:23].S(=O)(=O)(O)O.II.[C:36](O)(=[O:38])[CH3:37]>>[CH3:1][O:2][C:3](=[O:21])[C:4]([C:36](=[O:38])[CH3:37])([C:22](=[O:24])[CH3:23])[CH2:5][CH2:6][CH2:7][CH2:8][CH2:9][CH2:10][CH2:11][CH2:12][CH2:13][CH2:14][CH2:15][CH2:16][CH2:17][CH2:18][CH2:19][CH3:20]. Reported procedure: 6 Mol of an epoxidized oleic acid methyl ester (epoxide oxygen content: 4.61%) were stirred for 4 hours under vigorous reflux with 12 mol acetic anhydride, 10 mol % acetic acid and 1 mol % concentrated sulfuric acid. After neutralization with sodium methylate, the excess acetic anhydride was distilled off; the residue was distilled in a water jet vacuum (approx. 15 torr) up to 120° C. to remove volatile fractions of acetic anhydride. Precipitated salts were removed from the distillation residue ... Starting materials: C(C)(=O)OC(C)=O (acetic anhydride), S(O)(O)(=O)=O (sulfuric acid), C(C)(=O)O (acetic acid), COC(CCCCCCC\C=C/CCCCCCCC)=O (oleic acid methyl ester), epoxide oxygen, II (iodine).